This data is from the Open Reaction Database (ORD), a public repository of structured organic reaction records. The task is: describe an organic reaction: reactants, conditions, products, and yield Starting materials: P(=S)(OCCCC)(OCCCC)OC1=CC(=CC=C1)C=O (O,O-dibutyl O-(3-formylphenyl) thiophosphate), CC1=CC=C(C(=O)NN)C=C1 (4-methylbenzoylhydrazine). The solvent is C(Cl)Cl (methylene chloride), CO (methanol), CO (methanol). Conditions: time 12 hour. Product: P(=S)(OCCCC)(OCCCC)OC1=CC(=CC=C1)C=NNC(C1=CC=C(C=C1)C)=O (O,O-dibutyl O-[3-(4-methylbenzoylhydrazonomethyl)phenyl] thiophosphate). Reaction SMILES: [P:1]([O:13][C:14]1[CH:19]=[CH:18][CH:17]=[C:16]([CH:20]=O)[CH:15]=1)([O:8][CH2:9][CH2:10][CH2:11][CH3:12])([O:3][CH2:4][CH2:5][CH2:6][CH3:7])=[S:2].[CH3:22][C:23]1[CH:32]=[CH:31][C:26]([C:27]([NH:29][NH2:30])=[O:28])=[CH:25][CH:24]=1>CO.C(Cl)Cl>[P:1]([O:13][C:14]1[CH:19]=[CH:18][CH:17]=[C:16]([CH:20]=[N:30][NH:29][C:27](=[O:28])[C:26]2[CH:31]=[CH:32][C:23]([CH3:22])=[CH:24][CH:25]=2)[CH:15]=1)([O:3][CH2:4][CH2:5][CH2:6][CH3:7])([O:8][CH2:9][CH2:10][CH2:11][CH3:12])=[S:2]. Reported procedure: A solution of O,O-dibutyl O-(3-formylphenyl) thiophosphate (0.02 mole) in methanol (50 ml) and 4-methylbenzoylhydrazine (0.02 mole) are charged into a glass reaction vessel and the mixture is stirred at room temperature for a period of about 12 hours. After this time the reaction mixture is stripped of methanol under vacuum and the residue is dissolved in methylene chloride (100 ml) and the resulting solution is washed with water (75 ml), with aqueous sodium hydroxide (75 ml; 0.1 N) and again wi... The reactants are C(CCCCC)N(C([C@@H](N(C(=O)OC(C)(C)C)C1=C(C=CC=C1)C#N)C)=O)CCCCCC (N-t-butoxycarbonyl-(2-cyanophenyl)alanine dihexylamide), FC(C(=O)O)(F)F (trifluoroacetic acid). Solvent: ClCCl (dichloromethane). Reaction conditions: time 1.5 hour. Yields the product C(CCCCC)N(C([C@@H](NC1=C(C=CC=C1)C#N)C)=O)CCCCCC ((2-cyanophenyl)alanine dihexylamide). The yield is 99.3%. As a reaction SMILES: [CH2:1]([N:7]([CH2:28][CH2:29][CH2:30][CH2:31][CH2:32][CH3:33])[C:8](=[O:27])[C@H:9]([CH3:26])[N:10]([C:18]1[CH:23]=[CH:22][CH:21]=[CH:20][C:19]=1[C:24]#[N:25])C(OC(C)(C)C)=O)[CH2:2][CH2:3][CH2:4][CH2:5][CH3:6].FC(F)(F)C(O)=O>ClCCl>[CH2:28]([N:7]([CH2:1][CH2:2][CH2:3][CH2:4][CH2:5][CH3:6])[C:8](=[O:27])[C@H:9]([CH3:26])[NH:10][C:18]1[CH:23]=[CH:22][CH:21]=[CH:20][C:19]=1[C:24]#[N:25])[CH2:29][CH2:30][CH2:31][CH2:32][CH3:33]. Procedure: To a solution of 0.98 g of N-t-butoxycarbonyl-(2-cyanophenyl)alanine dihexylamide in 1.7 ml of dichloromethane was added 1.7 ml of trifluoroacetic acid, followed by stirring at room temperature for 1.5 hours. The reaction solution was concentrated under reduced pressure, and to the residue was added an aqueous sodium bicarbonate solution, followed by extracting with dichloromethane. The extract was washed with a saturated sodium chloride solution, and dried over anhydrous sodium sulfate. After r... The reactants are C(#N)C1=CC=C(C=C1)B(O)O (4-cyanophenylboronic acid), [OH-].[K+] (potassium hydroxide), O (water), N (ammonia). Solvent: CO (methanol). Product: C(=O)(O)C1=CC=C(C=C1)B(O)O (4-carboxyphenylboronic acid). The yield is 90.0%. RXN SMILES: [C:1]([C:3]1[CH:8]=[CH:7][C:6]([B:9]([OH:11])[OH:10])=[CH:5][CH:4]=1)#N.[OH-:12].[K+].N.[OH2:15]>CO>[C:1]([C:3]1[CH:8]=[CH:7][C:6]([B:9]([OH:11])[OH:10])=[CH:5][CH:4]=1)([OH:15])=[O:12] |f:1.2|. Procedure: 14.5 g (100 mmol) of 4-cyanophenylboronic acid were dissolved in a mixture of 11 g (200 mmol) of potassium hydroxide and 10 g of water in 100 ml of methanol, and the mixture was refluxed until the evolution of ammonia gas was complete, giving 14.9 g (90 mmol) of 4-carboxyphenylboronic acid. Starting materials: CC1NC(C=2N(C=3C=C(C=CC3C2)C(=O)OCC)CC1)=O (ethyl 3-methyl-1-oxo-2,3,4,5-tetrahydro-1H-[1,4]diazepino[1,2-a]indole-8-carboxylate), [OH-].[Na+] (NaOH), O (water), C(C)(=O)O (Acetic acid). The solvent is C(C)O (ethanol). Conditions: temperature 80 celsius. The product is CC1NC(C=2N(C=3C=C(C=CC3C2)C(=O)O)CC1)=O (3-methyl-1-oxo-2,3,4,5-tetrahydro-1H-[1,4]diazepino[1,2-a]indole-8-carboxylic acid). Isolated yield 58.1%. RXN SMILES: [CH3:1][CH:2]1[CH2:20][CH2:19][N:6]2[C:7]3[CH:8]=[C:9]([C:14]([O:16]CC)=[O:15])[CH:10]=[CH:11][C:12]=3[CH:13]=[C:5]2[C:4](=[O:21])[NH:3]1.[OH-].[Na+].C(O)(=O)C.O>C(O)C>[CH3:1][CH:2]1[CH2:20][CH2:19][N:6]2[C:7]3[CH:8]=[C:9]([C:14]([OH:16])=[O:15])[CH:10]=[CH:11][C:12]=3[CH:13]=[C:5]2[C:4](=[O:21])[NH:3]1 |f:1.2|. Procedure: To a solution of ethyl 3-methyl-1-oxo-2,3,4,5-tetrahydro-1H-[1,4]diazepino[1,2-a]indole-8-carboxylate (120 mg, 0.42 mmol) in ethanol (10 mL) is added 1M NaOH solution (1.0 mL, 1.0 mmol). The reaction mixture is heated at 80° C. for 2 h. Acetic acid (3 mL) is and water (60 mL) are added and the mixture is concentrated. The residue is purified by preparative HPLC to afford the title compound (63 mg, 58%).